The task is: describe an organic reaction: reactants, conditions, products, and yield. This data is from the Open Reaction Database (ORD), a public repository of structured organic reaction records. The reactants are Cl (hydrochloric acid), C(C1=CC=CC=C1)=O (benzaldehyde), CC(C)([O-])C.[K+] (potassium tert-butoxide), CC(CC=C1CCC2(N(C(CS2)=O)CCC(=O)O)CC1)C (3-[8-(3-methylbutylidene)-3-oxo-1-thia-4-azaspiro[4.5]decan-4-yl]-propionic acid). The solvent is C(C)(=O)OCC (ethyl acetate), O (water), O1CCCC1 (tetrahydrofuran). Product: CC(CC=C1CCC2(N(C(C(S2)=CC2=CC=CC=C2)=O)CCC(=O)O)CC1)C (3-[8-(3-methylbutylidene)-3-oxo-2-(1-phenylmethylidene)-1-thia-4-azaspiro[4.5]decan-4-yl]-propionic acid). Reaction SMILES: [CH3:1][CH:2]([CH3:21])[CH2:3][CH:4]=[C:5]1[CH2:20][CH2:19][C:8]2([S:12][CH2:11][C:10](=[O:13])[N:9]2[CH2:14][CH2:15][C:16]([OH:18])=[O:17])[CH2:7][CH2:6]1.[CH:22](=O)[C:23]1[CH:28]=[CH:27][CH:26]=[CH:25][CH:24]=1.CC(C)([O-])C.[K+].Cl>O1CCCC1.C(OCC)(=O)C.O>[CH3:1][CH:2]([CH3:21])[CH2:3][CH:4]=[C:5]1[CH2:20][CH2:19][C:8]2([S:12][C:11](=[CH:22][C:23]3[CH:28]=[CH:27][CH:26]=[CH:25][CH:24]=3)[C:10](=[O:13])[N:9]2[CH2:14][CH2:15][C:16]([OH:18])=[O:17])[CH2:7][CH2:6]1 |f:2.3|. Procedure: In 5 ml of anhydrous tetrahydrofuran was dissolved 0.50 g of 3-[8-(3-methylbutylidene)-3-oxo-1-thia-4-azaspiro[4.5]decan-4-yl]-propionic acid. After adding 0.25 ml of benzaldehyde and 0.45 g of potassium tert-butoxide at ambient temperature, the resulting mixture was heated under reflux for 6 hours. The reaction mixture was poured into a mixture of water and ethyl acetate, pH was adjusted to 2.0 with 2 mol/L hydrochloric acid, and the organic layer was separated. The organic layer was washed suc... Starting materials: [Br-], CC[Mg+], O=Cc1ccc(Cn2cc(NC(=O)OCc3ccccc3Cl)cn2)o1. The product is CCC(=O)c1ccc(Cn2cc(NC(=O)OCc3ccccc3Cl)cn2)o1. RXN SMILES: [Br-:26].[CH2:27]([CH3:28])[Mg+:29].[Cl:1][c:2]1[c:3]([CH2:4][O:5][C:6]([NH:7][c:8]2[cH:9][n:10][n:11]([CH2:13][c:14]3[o:15][c:16]([CH:19]=[O:20])[cH:17][cH:18]3)[cH:12]2)=[O:21])[cH:22][cH:23][cH:24][cH:25]1>>[Cl:1][c:2]1[c:3]([CH2:4][O:5][C:6]([NH:7][c:8]2[cH:9][n:10][n:11]([CH2:13][c:14]3[o:15][c:16]([C:19](=[O:20])[CH2:27][CH3:28])[cH:17][cH:18]3)[cH:12]2)=[O:21])[cH:22][cH:23][cH:24][cH:25]1. Reactants: ClC1=C(C=CC2=C1C(N(CC=1N2C=NC1C=1OC(=CN1)CN(CCC)CCC)C)=O)F (7-chloro-3-(5-dipropylaminomethyl-oxazol-2-yl)-8-fluoro-5-methyl-5,6-dihydro-4H-imidazo[1,5-a][1,4 ]benzodiazepin-6-one), Cl (hydrochloric acid). Run in C(C)(=O)OCC (ethyl acetate). Run at time 1 hour. Product: Cl.ClC1=C(C=CC2=C1C(N(CC=1N2C=NC1C=1OC(=CN1)CN(CCC)CCC)C)=O)F (7-chloro-3-(5-dipropylaminomethyl-oxazol-2-yl)-8-fluoro-5-methyl-5,6-dihydro-4H-imidazo[1,5-a][1,4]benzodiazepin-6-one hydrochloride). Isolated yield 162.8%. Reaction SMILES: [Cl:1][C:2]1[C:7]2[C:8](=[O:30])[N:9]([CH3:29])[CH2:10][C:11]3[N:12]([CH:13]=[N:14][C:15]=3[C:16]3[O:17][C:18]([CH2:21][N:22]([CH2:26][CH2:27][CH3:28])[CH2:23][CH2:24][CH3:25])=[CH:19][N:20]=3)[C:6]=2[CH:5]=[CH:4][C:3]=1[F:31].Cl>C(OCC)(=O)C>[ClH:1].[Cl:1][C:2]1[C:7]2[C:8](=[O:30])[N:9]([CH3:29])[CH2:10][C:11]3[N:12]([CH:13]=[N:14][C:15]=3[C:16]3[O:17][C:18]([CH2:21][N:22]([CH2:26][CH2:27][CH3:28])[CH2:23][CH2:24][CH3:25])=[CH:19][N:20]=3)[C:6]=2[CH:5]=[CH:4][C:3]=1[F:31] |f:3.4|. Reported procedure: 1.1 g (0.00247 mol) of 7-chloro-3-(5-dipropylaminomethyl-oxazol-2-yl)-8-fluoro-5-methyl-5,6-dihydro-4H-imidazo[1,5-a][1,4 ]benzodiazepin-6-one in 50 ml of ethyl acetate were treated with 0.50 ml (0.00185 mol) of 3.7N ethanolic hydrochloric acid. After stirring at 0° for 1 hr. the white suspension was suction filtered. There was obtained 0.97 g (81%) of 7-chloro-3-(5-dipropylaminomethyl-oxazol-2-yl)-8-fluoro-5-methyl-5,6-dihydro-4H-imidazo[1,5-a][1,4]benzodiazepin-6-one hydrochloride (1:1) as whi...